Task: describe an organic reaction: reactants, conditions, products, and yield. Dataset: the Open Reaction Database (ORD), a public repository of structured organic reaction records Starting materials: FC1=CC=C2C(=C(C=NC2=C1)C(=O)O)O (7-Fluoro-4-hydroxy-3-quinolinecarboxylic acid), C(=O)=O (carbon dioxide), C(=O)=O (carbon dioxide), FC1=CC=C2C(=C(C=NC2=C1)C(=O)O)O (7-fluoro-4-hydroxy-3-quinolinecarboxylic acid). Reaction conditions: time 5 minute. Product: FC1=CC=C2C(=CC=NC2=C1)O (7-fluoro-4-quinolinol). Isolated yield 180.8%. Reaction SMILES: [F:1][C:2]1[CH:11]=[C:10]2[C:5]([C:6]([OH:15])=[C:7](C(O)=O)[CH:8]=[N:9]2)=[CH:4][CH:3]=1.C(=O)=O>>[F:1][C:2]1[CH:11]=[C:10]2[C:5]([C:6]([OH:15])=[CH:7][CH:8]=[N:9]2)=[CH:4][CH:3]=1. Reported procedure: 7-Fluoro-4-hydroxy-3-quinolinecarboxylic acid (25 g) was placed in a round bottom flask and heated to 330-350° C. at which time carbon dioxide liberation commenced and the material began to liquefy. After about 2 minutes an additional 25 g of 7-fluoro-4-hydroxy-3-quinolinecarboxylic acid was added. The heating was continued for an additional 4 to 6 minutes at which time there was no further evolution of carbon dioxide. The solution was allowed to cool to ambient temperature. The resulting solid ... Reactants: solution, BrBr (bromine), FC=1C=C(C=C(C1OC1=C2C(=NC=C1)NC=C2)F)NC(C)=O (N-[3,5-difluoro-4-(1H-pyrrolo[2,3-b]pyridin-4-yloxy)phenyl]acetamide). Solvent: ClCCl (dichloromethane), C(C)(=O)O (acetic acid). Conditions: temperature 10 celsius, time 30 minute. Product: BrC1=CNC2=NC=CC(=C21)OC2=C(C=C(C=C2F)NC(C)=O)F (N-{4-[(3-Bromo-1H-pyrrolo[2,3-b]pyridin-4-yl)oxy]-3,5-difluorophenyl}acetamide). Reaction SMILES: [F:1][C:2]1[CH:3]=[C:4]([NH:19][C:20](=[O:22])[CH3:21])[CH:5]=[C:6]([F:18])[C:7]=1[O:8][C:9]1[CH:14]=[CH:13][N:12]=[C:11]2[NH:15][CH:16]=[CH:17][C:10]=12.[Br:23]Br>C(O)(=O)C.ClCCl>[Br:23][C:17]1[C:10]2[C:11](=[N:12][CH:13]=[CH:14][C:9]=2[O:8][C:7]2[C:6]([F:18])=[CH:5][C:4]([NH:19][C:20](=[O:22])[CH3:21])=[CH:3][C:2]=2[F:1])[NH:15][CH:16]=1. Procedure: 1.05 g (3.45 mmol) of N-[3,5-difluoro-4-(1H-pyrrolo[2,3-b]pyridin-4-yloxy)phenyl]acetamide are dissolved in 35 ml of glacial acetic acid and, using an ice bath, cooled to about 10° C. 4.8 ml (4.8 mmol) of a 1M solution of bromine in dichloromethane are added, and the mixture is stirred at 20° C. for about 30 min, resulting in the precipitation of a solid. The solid is filtered off with suction and washed with ethyl acetate. The mother liquor is neutralized using conc. aqueous sodium hydroxide so...